Dataset: the Open Reaction Database (ORD), a public repository of structured organic reaction records. Task: describe an organic reaction: reactants, conditions, products, and yield Reactants: N1C=C(C=2C1=NC=CC2)C=C2C(C(=C(O2)NC2=CC(=C(C=C2)OC)OC)C(=O)OCC)=O (Ethyl 5-[(1H-pyrrolo[2,3-b]pyridin-3-yl)methylene]-2-[(3,4-dimethoxyphenyl)amino]-4-oxo-4,5-dihydrofuran-3-carboxylate). Solvent: CN(C=O)C (N,N-dimethylformamide). The product is N1C=C(C=2C1=NC=CC2)C=C2OC(=CC2=O)NC2=CC(=C(C=C2)OC)OC (2-[(1H-Pyrrolo[2,3-b]pyridin-3-yl)methylene]-5-[(3,4-dimethoxyphenyl)amino]furan-3(2H)-one). Yield: 13.9%. Reaction SMILES: [NH:1]1[C:5]2=[N:6][CH:7]=[CH:8][CH:9]=[C:4]2[C:3]([CH:10]=[C:11]2[O:15][C:14]([NH:16][C:17]3[CH:22]=[CH:21][C:20]([O:23][CH3:24])=[C:19]([O:25][CH3:26])[CH:18]=3)=[C:13](C(OCC)=O)[C:12]2=[O:32])=[CH:2]1>CN(C)C=O>[NH:1]1[C:5]2=[N:6][CH:7]=[CH:8][CH:9]=[C:4]2[C:3]([CH:10]=[C:11]2[C:12](=[O:32])[CH:13]=[C:14]([NH:16][C:17]3[CH:22]=[CH:21][C:20]([O:23][CH3:24])=[C:19]([O:25][CH3:26])[CH:18]=3)[O:15]2)=[CH:2]1. Reported procedure: A solution of the compound (0.043 g, 0.099 mmol) of Example 28 in N,N-dimethylformamide (1.2 mL) was refluxed for 6 h. Cooled to ambient temperature, the reaction mixture was purified by preparative HPLC to afford the titled compound (0.0050 g, y. 12%).